Dataset: the Open Reaction Database (ORD), a public repository of structured organic reaction records. Task: describe an organic reaction: reactants, conditions, products, and yield RXN SMILES: [S:1]1[CH:5]=[CH:4][N:3]=[C:2]1[NH:6][C:7]([C:9]1[C:17]2[C:12](=[CH:13][C:14]([CH2:18][OH:19])=[CH:15][CH:16]=2)[N:11]([CH2:20][CH:21]2[CH2:23][CH2:22]2)[CH:10]=1)=[O:8].N[C:25]1SC=C(C)N=1>>[CH3:25][C:4]1[N:3]=[C:2]([NH:6][C:7]([C:9]2[C:17]3[C:12](=[CH:13][C:14]([CH2:18][OH:19])=[CH:15][CH:16]=3)[N:11]([CH2:20][CH:21]3[CH2:23][CH2:22]3)[CH:10]=2)=[O:8])[S:1][CH:5]=1. Procedure: The compound was prepared according to the procedure given for 1-Cyclopropylmethyl-6-hydroxymethyl-1H-indole-3-carboxylic acid thiazol-2-ylamide using 2-amino4-methyl-thiazole. Reactants: S1C(=NC=C1)NC(=O)C1=CN(C2=CC(=CC=C12)CO)CC1CC1 (1-Cyclopropylmethyl-6-hydroxymethyl-1H-indole-3-carboxylic acid thiazol-2-ylamide), NC=1SC=C(N1)C (2-amino4-methyl-thiazole). The product is CC=1N=C(SC1)NC(=O)C1=CN(C2=CC(=CC=C12)CO)CC1CC1 (1-Cyclopropylmethyl-6-hydroxymethyl-1H-indole-3-carboxylic acid (4-methyl-thiazol-2-yl)-amide). Reactants: C1(=CC=CC=C1)S (thiophenol), IC=1C=C(C=CC1)[N+](=O)[O-] (3-iodonitrobenzene), C(=O)([O-])[O-].[K+].[K+] (K2CO3). Reagents/catalysts: [Cu]I (CuI). Run in CN(C)C=O (DMF). Conditions: temperature 100 celsius. Product: C1(=CC=CC=C1)SC1=CC(=CC=C1)[N+](=O)[O-] (3-nitrophenyl phenyl sulfide). Reaction SMILES: [C:1]1([SH:7])[CH:6]=[CH:5][CH:4]=[CH:3][CH:2]=1.I[C:9]1[CH:10]=[C:11]([N+:15]([O-:17])=[O:16])[CH:12]=[CH:13][CH:14]=1.C([O-])([O-])=O.[K+].[K+]>[Cu]I.CN(C=O)C>[C:1]1([S:7][C:9]2[CH:14]=[CH:13][CH:12]=[C:11]([N+:15]([O-:17])=[O:16])[CH:10]=2)[CH:6]=[CH:5][CH:4]=[CH:3][CH:2]=1 |f:2.3.4|. Reported procedure: A mixture of thiophenol (1.0 g, 9.1 mmol), 3-iodonitrobenzene (1.9 g, 7.6 mmol), CuI (0.14 g, 0.76 mmol), K2CO3 (1.67 g, 12.1 mmol), and DMF (10 mL) was heated to 100° C. in a flame-dried sealed tube for 16 h. The mixture was allowed to cool and was poured over ice. The resulting mixture was extracted with EtOAc (2×), and the organic extracts were combined and washed sequentially with equal volumes of aqueous 1M HCl, water, and aqueous 1M NaOH. The solution was dried, concentrated, and the resid... Reactants: ClC1=CC=C2C(=N1)CCCCCC2 (2-Chloro-5,6,7,8,9,10-hexahydrocycloocta[b]pyridine), NN (hydrazine). Run in C(C)O (ethanol), C(C)O (ethanol). Run at temperature 150 celsius. The product is N(N)C1=CC=C2C(=N1)CCCCCC2 (2-Hydrazinyl-5,6,7,8,9,10-hexahydrocycloocta[b]pyridine). RXN SMILES: Cl[C:2]1[N:7]=[C:6]2[CH2:8][CH2:9][CH2:10][CH2:11][CH2:12][CH2:13][C:5]2=[CH:4][CH:3]=1.[NH2:14][NH2:15]>C(O)C>[NH:14]([C:2]1[N:7]=[C:6]2[CH2:8][CH2:9][CH2:10][CH2:11][CH2:12][CH2:13][C:5]2=[CH:4][CH:3]=1)[NH2:15]. Procedure: 2-Chloro-5,6,7,8,9,10-hexahydrocycloocta[b]pyridine was treated with ethanol (20 mL) and anhydrous hydrazine (5 mL) in a sealed tube at 150° C. bath temperature for 7 h. Initial experiments showed that the addition did not proceed in boiling ethanol at atmospheric pressure. HPLC showed that the addition was incomplete, so the reaction mixture was heated at 150° C. for a further 7 h. The solvent was removed under reduced pressure and the residue was purified by flash chromatography on silica gel,... Reactants: CC(=O)OCC1=C(C(=O)O)N2C(=O)C(NC(=O)C(C(=O)O)c3ccc(CN=[N+]=[N-])cc3)C2SC1, Oc1ccc2c(c1)CCC2, C(=NC1CCCCC1)=NC1CCCCC1, Cl, C1COCCO1. The product is CC(=O)OCC1=C(C(=O)O)N2C(=O)C(NC(=O)C(C(=O)Oc3ccc4c(c3)CCC4)c3ccc(CN=[N+]=[N-])cc3)C2SC1. RXN SMILES: [C:1]([CH3:2])(=[O:3])[O:4][CH2:5][C:6]1=[C:7]([C:32](=[O:33])[OH:34])[N:8]2[C:9](=[O:31])[CH:10]([NH:14][C:15]([CH:16]([C:17](=[O:18])[OH:19])[c:20]3[cH:21][cH:22][c:23]([CH2:26][N:27]=[N+:28]=[N-:29])[cH:24][cH:25]3)=[O:30])[CH:11]2[S:12][CH2:13]1.[CH2:51]1[CH2:52][CH2:53][c:54]2[cH:55][c:56]([OH:60])[cH:57][cH:58][c:59]21.[CH:36]1([N:37]=[C:38]=[N:39][CH:40]2[CH2:41][CH2:42][CH2:43][CH2:44][CH2:45]2)[CH2:46][CH2:47][CH2:48][CH2:49][CH2:50]1.[ClH:35].[O:61]1[CH2:62][CH2:63][O:64][CH2:65][CH2:66]1>>[C:1]([CH3:2])(=[O:3])[O:4][CH2:5][C:6]1=[C:7]([C:32](=[O:33])[OH:34])[N:8]2[C:9](=[O:31])[CH:10]([NH:14][C:15]([CH:16]([C:17](=[O:18])[O:19][c:56]3[cH:55][c:54]4[c:59]([cH:58][cH:57]3)[CH2:51][CH2:52][CH2:53]4)[c:20]3[cH:21][cH:22][c:23]([CH2:26][N:27]=[N+:28]=[N-:29])[cH:24][cH:25]3)=[O:30])[CH:11]2[S:12][CH2:13]1. The reactants are C1(CC1)N(S(=O)(=O)C1=CC(=CC=C1)C(F)(F)F)C1CCNCC1 (N-Cyclopropyl-N-piperidin-4-yl-3-trifluoromethyl-benzenesulfonamide), C=1C=CC2=C(C1)N=NN2O (HOBt), CCN=C=NCCCN(C)C (EDCI), C(C)(C)(C)OC(=O)NC1(CCCC1)C(=O)O (1-tert-butoxycarbonylaminocyclopentane-1-carboxylic acid). Solvent: CN(C)C=O (DMF). Conditions: time 16 hour. Product: NC1(CCCC1)C(=O)N1CCC(CC1)N(S(=O)(=O)C1=CC(=CC=C1)C(F)(F)F)C1CC1 (N-[1-(1-Aminocyclopentan-1-carbonyl)piperidin-4-yl]-N-cyclopropyl-3-trifluoromethylbenzenesulfonamide), HCl-salt. Reaction SMILES: [CH:1]1([N:4]([CH:18]2[CH2:23][CH2:22][NH:21][CH2:20][CH2:19]2)[S:5]([C:8]2[CH:13]=[CH:12][CH:11]=[C:10]([C:14]([F:17])([F:16])[F:15])[CH:9]=2)(=[O:7])=[O:6])[CH2:3][CH2:2]1.C1C=CC2N(O)N=NC=2C=1.CCN=C=NCCCN(C)C.C(OC([NH:52][C:53]1([C:58](O)=[O:59])[CH2:57][CH2:56][CH2:55][CH2:54]1)=O)(C)(C)C>CN(C=O)C>[NH2:52][C:53]1([C:58]([N:21]2[CH2:22][CH2:23][CH:18]([N:4]([CH:1]3[CH2:3][CH2:2]3)[S:5]([C:8]3[CH:13]=[CH:12][CH:11]=[C:10]([C:14]([F:17])([F:15])[F:16])[CH:9]=3)(=[O:6])=[O:7])[CH2:19][CH2:20]2)=[O:59])[CH2:57][CH2:56][CH2:55][CH2:54]1. Procedure details: N-Cyclopropyl-N-piperidin-4-yl-3-trifluoromethyl-benzenesulfonamide (14) (0.400 g, 1.15 mmol) was taken up in 10 mL of dry DMF. To this mixture, HOBt (0.154 g, 1.15 mmol), EDCI (0.218 g, 1.15 mmol), and 1-tert-butoxycarbonylaminocyclopentane-1-carboxylic acid (0.263 g, 1.15 mmol) were added. The mixture was allowed to stir at room temperature for 16 hours. The reaction mixture was concentrated to dryness under reduced pressure and the crude material was chromatographed on silica eluting with 25%... Reactants: N#CC(C(=O)O)c1ccccc1, ClC(Cl)(Cl)Cl, ClCCl, Cl, Oc1c(Cl)c(Cl)c(Cl)c(Cl)c1Cl, c1ccncc1. Product: N#CC(C(=O)Oc1c(Cl)c(Cl)c(Cl)c(Cl)c1Cl)c1ccccc1. RXN SMILES: [C:1](#[N:2])[CH:3]([C:4](=[O:5])[OH:6])[c:7]1[cH:8][cH:9][cH:10][cH:11][cH:12]1.[C:32]([Cl:33])([Cl:34])([Cl:35])[Cl:36].[Cl:37][CH2:38][Cl:39].[ClH:13].[OH:14][c:15]1[c:16]([Cl:17])[c:18]([Cl:19])[c:20]([Cl:21])[c:22]([Cl:23])[c:24]1[Cl:25].[cH:26]1[cH:27][cH:28][n:29][cH:30][cH:31]1>>[C:1](#[N:2])[CH:3]([C:4]([O:5][c:15]1[c:16]([Cl:17])[c:18]([Cl:19])[c:20]([Cl:21])[c:22]([Cl:23])[c:24]1[Cl:25])=[O:6])[c:7]1[cH:8][cH:9][cH:10][cH:11][cH:12]1.